Task: describe an organic reaction: reactants, conditions, products, and yield. Dataset: the Open Reaction Database (ORD), a public repository of structured organic reaction records Reactants: C(C)(C)O (isopropanol), N1C=C(C2=CC=CC=C12)C(C(=O)OC)=O (methyl 3- indolylglyoxylate), [BH4-].[Na+] (sodium borohydride). Solvent: O (water). Product: OCCC1=CNC2=CC=CC=C12 (3-(2-Hydroxyethyl)indole), crystals. RXN SMILES: C(O)(C)C.[NH:5]1[C:13]2[C:8](=[CH:9][CH:10]=[CH:11][CH:12]=2)[C:7]([C:14](=O)[C:15](OC)=[O:16])=[CH:6]1.[BH4-].[Na+]>O>[OH:16][CH2:15][CH2:14][C:7]1[C:8]2[C:13](=[CH:12][CH:11]=[CH:10][CH:9]=2)[NH:5][CH:6]=1 |f:2.3|. Procedure: A vigorously-stirred mixture of isopropanol (3 1), methyl 3- indolylglyoxylate (305 g) and sodium borohydride (125 g) was warmed to 40° - 50° and held at that temperature until the initial exothermic reaction was complete. The mixture was then heated to reflux for 4 hours, cooled and diluted with water (5 l). After acidification with hydrochloric acid the product was extracted into dichloromethane. The separated extract was washed with sodium carbonate solution to remove 3-indolylacetic acid and... The reactants are C(C)(C)(C)C1=C(OCC(COC2=CC=CC=3C(C=C(OC32)C(=O)O)=O)O)C=CC=C1 (8-(3 -2-t-butylphenoxy -2-hydroxypropoxy)-4-oxo-4H-1-benzopyran-2carboxylic acid), C(C)O (ethanol), C([O-])(O)=O.[Na+] (sodium bicarbonate). Reported procedure: To a hot solution of 4.328 parts of 8-(3 -2-t-butylphenoxy -2-hydroxypropoxy)-4-oxo-4H-1-benzopyran-2carboxylic acid in 250 parts of ethanol was added a solution of 0.882 parts of sodium bicarbonate in 50 parts of water. The resulting solution was filtered and allowed to cool to give 4.0 parts of sodium 8-(3-[2-t-butylphenoxy]-2-hydroxypropoxy)-4-oxo-4H-1-benzopyran-2-carboxylate sesquihydrate after collecting and drying over phosphorus pentoxide. Reaction SMILES: [C:1]([C:5]1[CH:30]=[CH:29][CH:28]=[CH:27][C:6]=1[O:7][CH2:8][CH:9]([OH:26])[CH2:10][O:11][C:12]1[C:21]2[O:20][C:19]([C:22]([OH:24])=[O:23])=[CH:18][C:17](=[O:25])[C:16]=2[CH:15]=[CH:14][CH:13]=1)([CH3:4])([CH3:3])[CH3:2].C([OH:33])C.C(=O)(O)[O-:35].[Na+:38]>O>[OH2:7].[C:1]([C:5]1[CH:30]=[CH:29][CH:28]=[CH:27][C:6]=1[O:7][CH2:8][CH:9]([OH:26])[CH2:10][O:11][C:12]1[C:21]2[O:20][C:19]([C:22]([O-:24])=[O:23])=[CH:18][C:17](=[O:25])[C:16]=2[CH:15]=[CH:14][CH:13]=1)([CH3:4])([CH3:2])[CH3:3].[Na+:38].[OH2:33].[OH2:35].[Na+:38].[C:1]([C:5]1[CH:30]=[CH:29][CH:28]=[CH:27][C:6]=1[O:7][CH2:8][CH:9]([OH:26])[CH2:10][O:11][C:12]1[C:21]2[O:20][C:19]([C:22]([O-:24])=[O:23])=[CH:18][C:17](=[O:25])[C:16]=2[CH:15]=[CH:14][CH:13]=1)([CH3:4])([CH3:2])[CH3:3] |f:2.3,5.6.7.8.9.10.11|. Yields the product O.C(C)(C)(C)C1=C(OCC(COC2=CC=CC=3C(C=C(OC32)C(=O)[O-])=O)O)C=CC=C1.[Na+].O.O.[Na+].C(C)(C)(C)C1=C(OCC(COC3=CC=CC=2C(C=C(OC23)C(=O)[O-])=O)O)C=CC=C1 (sodium 8-(3-[2-t-butylphenoxy]-2-hydroxypropoxy)-4-oxo-4H-1-benzopyran-2-carboxylate sesquihydrate). The solvent is O (water). Reactants: BrC1=CC=CC=2C(=COC21)C(=O)N(C)OC (7-bromo-N-methoxy-N-methyl-1-benzofuran-3-carboxamide), CC(C)C[AlH]CC(C)C (DIBAL-H). Run in C1(=CC=CC=C1)C (toluene). Reaction conditions: temperature -78 celsius, time 1 hour. Product: BrC1=CC=CC=2C(=COC21)C=O (7-bromo-1-benzofuran-3-carbaldehyde). RXN SMILES: [Br:1][C:2]1[C:10]2[O:9][CH:8]=[C:7]([C:11](N(OC)C)=[O:12])[C:6]=2[CH:5]=[CH:4][CH:3]=1.CC(C[AlH]CC(C)C)C>C1(C)C=CC=CC=1>[Br:1][C:2]1[C:10]2[O:9][CH:8]=[C:7]([CH:11]=[O:12])[C:6]=2[CH:5]=[CH:4][CH:3]=1. Reported procedure: To a solution of Compound 7-bromo-N-methoxy-N-methyl-1-benzofuran-3-carboxamide (8.98 g, 31.63 mmol) in 150 mL dry toluene at −78° C. was added DIBAL-H (31.63 mL, 31.63 mmol) dropwise. The reaction mixture was stirred for 1 hour at −78° C. under a nitrogen atmosphere, and quenched slowly with saturated aqueous NH4Cl. After warming to room temperature, the mixture was exacted with EtOAc (300 mL), and washed with brine (50 mL), dried over Na2SO4. The solvent was concentrated in vacua. The residue ... The reactants are CCCCCCCCCCCC(=O)[O-], CCCCCCCCCCCC(=O)[O-], CCCC[Sn+2]CCCC, CCOCC, CC#N, COc1nc(N)nc(OC)n1, O=S(=O)(N=C=S)c1ccccc1. Yields the product COc1nc(NC(=S)NS(=O)(=O)c2ccccc2)nc(OC)n1. RXN SMILES: [C:27]([O-:28])(=[O:29])[CH2:30][CH2:31][CH2:32][CH2:33][CH2:34][CH2:35][CH2:36][CH2:37][CH2:38][CH2:39][CH3:40].[C:41]([O-:42])(=[O:43])[CH2:44][CH2:45][CH2:46][CH2:47][CH2:48][CH2:49][CH2:50][CH2:51][CH2:52][CH2:53][CH3:54].[CH2:55]([Sn+2:56][CH2:57][CH2:58][CH2:59][CH3:60])[CH2:61][CH2:62][CH3:63].[CH2:64]([O:65][CH2:66][CH3:67])[CH3:68].[CH3:24][C:25]#[N:26].[NH2:13][c:14]1[n:15][c:16]([O:22][CH3:23])[n:17][c:18]([O:20][CH3:21])[n:19]1.[c:1]1([S:7](=[O:8])(=[O:9])[N:10]=[C:11]=[S:12])[cH:2][cH:3][cH:4][cH:5][cH:6]1>>[c:1]1([S:7](=[O:8])(=[O:9])[NH:10][C:11](=[S:12])[NH:13][c:14]2[n:15][c:16]([O:22][CH3:23])[n:17][c:18]([O:20][CH3:21])[n:19]2)[cH:2][cH:3][cH:4][cH:5][cH:6]1.